Task: describe an organic reaction: reactants, conditions, products, and yield. Dataset: the Open Reaction Database (ORD), a public repository of structured organic reaction records Starting materials: Cl.C(C)(C)(C)N1N=C2C(NC3(CC2=C1)CCNCC3)=O (2′-tert-butyl-4′,6′-dihydrospiro[piperidine-4,5′-pyrazolo[3,4-c]pyridin]-7′(2′H)-one hydrochloride salt), FC(CNC1=NC2=CC(=CC=C2C=C1)C(=O)O)(F)F (2-((2,2,2-trifluoroethyl)amino)quinoline-7-carboxylic acid), Cl.C(C)(C)(C)N1N=C2C(NC3(CC2=C1)CCNCC3)=O (2′-tert-butyl-4′,6′-dihydrospiro[piperidine-4,5′-pyrazolo[3,4-c]pyridin]-7′(2′H)-one hydrochloride salt), ClC1=NC2=CC(=CC=C2C=C1)C(=O)O (2-chloroquinoline-7-carboxylic acid). The product is C(C)(C)(C)N1N=C2C(NC3(CC2=C1)CCN(CC3)C(=O)C3=CC=C1C=CC(=NC1=C3)Cl)=O (2′-tert-butyl-1-(2-chloroquinoline-7-carbonyl)-4′,6′-dihydrospiro[piperidine-4,5′-pyrazolo[3,4-c]pyridin]-7′(2′H)-one). Reaction SMILES: Cl.[C:2]([N:6]1[CH:14]=[C:13]2[C:8]([C:9](=[O:20])[NH:10][C:11]3([CH2:19][CH2:18][NH:17][CH2:16][CH2:15]3)[CH2:12]2)=[N:7]1)([CH3:5])([CH3:4])[CH3:3].[Cl:21][C:22]1[CH:31]=[CH:30][C:29]2[C:24](=[CH:25][C:26]([C:32](O)=[O:33])=[CH:27][CH:28]=2)[N:23]=1.FC(F)(F)CNC1C=CC2C(=CC(C(O)=O)=CC=2)N=1>>[C:2]([N:6]1[CH:14]=[C:13]2[C:8]([C:9](=[O:20])[NH:10][C:11]3([CH2:19][CH2:18][N:17]([C:32]([C:26]4[CH:25]=[C:24]5[C:29]([CH:30]=[CH:31][C:22]([Cl:21])=[N:23]5)=[CH:28][CH:27]=4)=[O:33])[CH2:16][CH2:15]3)[CH2:12]2)=[N:7]1)([CH3:5])([CH3:3])[CH3:4] |f:0.1|. Reported procedure: The title compound was prepared by a method analogous to that described for Example 3 using 2′-tert-butyl-4′,6′-dihydrospiro[piperidine-4,5′-pyrazolo[3,4-c]pyridin]-7′(2′H)-one hydrochloride salt (Intermediate 4) and 2-chloroquinoline-7-carboxylic acid (Intermediate 44). +ESI (M+H) 452.3; 1H NMR (400 MHz, CDCl3, δ): 8.12 (d, J=8.2 Hz, 1H), 7.98 (br. s., 1H), 7.88 (dd, J=8.4 Hz, 1H), 7.61 (dd, J=8.4, 1.6 Hz, 1H), 7.44 (d, J=8.6 Hz, 1H), 7.39 (s, 1H), 5.91 (br. s., 1H), 4.06-4.22 (m, 1H), 3.38-3.6... Starting materials: solution, C(C)(CC)[BH-](C(C)CC)C(C)CC.[Li+] (lithium tri-sec-butylborohydride), [OH-].[Na+] (sodium hydroxide), O[C@@H]1[C@]2(C)[C@@H](CC1)[C@@H]1CC=C3CC(CC[C@]3(CO)[C@H]1CC2)=O (17β,19-dihydroxy-5-androsten-3-one), OO (hydrogen peroxide), C([O-])([O-])=O.[K+].[K+] (potassium carbonate). Run in O1CCCC1 (tetrahydrofuran), O1CCCC1 (tetrahydrofuran). Run at temperature 0 celsius, time 2 hour. Yields the product C[C@@]12[C@H](CC[C@H]1[C@@H]1CC=C3C[C@@H](CC[C@]3(CO)[C@H]1CC2)O)O (5-androstene-3α,17β,19-triol). Reaction SMILES: C([BH-](C(CC)C)C(CC)C)(CC)C.[Li+].[OH:15][C@H:16]1[CH2:21][CH2:20][C@H:19]2[C@H:22]3[C@H:33]([CH2:34][CH2:35][C@:17]12[CH3:18])[C@:30]1([CH2:31][OH:32])[C:25]([CH2:26][C:27](=[O:36])[CH2:28][CH2:29]1)=[CH:24][CH2:23]3.[OH-].[Na+].OO.C(=O)([O-])[O-].[K+].[K+]>O1CCCC1>[CH3:18][C@:17]12[CH2:35][CH2:34][C@H:33]3[C@@H:22]([CH2:23][CH:24]=[C:25]4[C@:30]3([CH2:31][OH:32])[CH2:29][CH2:28][C@@H:27]([OH:36])[CH2:26]4)[C@@H:19]1[CH2:20][CH2:21][C@@H:16]2[OH:15] |f:0.1,3.4,6.7.8|. Procedure details: A 1 M solution of lithium tri-sec-butylborohydride in tetrahydrofuran under nitrogen is cooled in a dry ice-acetone bath to about -78° C. and 17β,19-dihydroxy-5-androsten-3-one in tetrahydrofuran is slowly added. The reaction mixture is stirred for a period of two hours at this temperature, warmed to 0° C. and stirring continued for an additional two hours. The reaction mixture is decomposed by the addition of a 3 N sodium hydroxide solution followed by the addition of a 30% hydrogen peroxide so... Starting materials: ClC1=CC=C(C=C1)C=1C=C(C=NC1Cl)OC[C@@H]1N(CCC1)C(=O)OC(C)(C)C (5-(4-chlorophenyl)-6-chloro-3-(1-BOC-2-(R)-pyrrolidinylmethoxy)pyridine), C=O (formalin). Solvent: C(=O)O (formic acid). Reaction conditions: temperature 70 celsius. Product: ClC1=CC=C(C=C1)C=1C=C(C=NC1Cl)OC[C@@H]1N(CCC1)C (5-(4-chlorophenyl)-6-chloro-3-(1-methyl-2-(R)-pyrrolidinylmethoxy)pyridine). The yield is 94.0%. RXN SMILES: [Cl:1][C:2]1[CH:7]=[CH:6][C:5]([C:8]2[CH:9]=[C:10]([O:15][CH2:16][C@H:17]3[CH2:21][CH2:20][CH2:19][N:18]3[C:22](OC(C)(C)C)=O)[CH:11]=[N:12][C:13]=2[Cl:14])=[CH:4][CH:3]=1.C=O>C(O)=O>[Cl:1][C:2]1[CH:3]=[CH:4][C:5]([C:8]2[CH:9]=[C:10]([O:15][CH2:16][C@H:17]3[CH2:21][CH2:20][CH2:19][N:18]3[CH3:22])[CH:11]=[N:12][C:13]=2[Cl:14])=[CH:6][CH:7]=1. Procedure: To 5-(4-chlorophenyl)-6-chloro-3-(1-BOC-2-(R)-pyrrolidinylmethoxy)pyridine from step 76aa (340 mg, 0.8 mmol) was added formalin (37%, 10 mL) and formic acid (5 mL), and the mixture was heated at 70° C. for 2.5 hours. The solvent was concentrated, and solid NaHCO3 was added to the residue. At pH 8 the mixture was extracted with CH2Cl2, which was dried over MgSO4 and concentrated. The residue was chromatographed on a silica gel column, eluting with CH2Cl2 :MeOH 100:5-100:10 to afford to give the f... The reactants are C1(=CC=C(C=C1)S(=O)(=O)O)C (p-toluenesulfonic acid), O (water), O1C(CCCC1)OC(C#C[C@@H]1O[C@H](CC1)C1=CC=C(C=C1)F)C (Trans-2-(3-Tetrahydropyranyloxy-but-1-ynyl)-5-(4-fluorophenyl) tetrahydrofuran), C([O-])(O)=O.[Na+] (sodium bicarbonate). Solvent: CO (methanol), [Cl-].[Na+].O (brine). Reaction conditions: time 45 minute. Product: OC(C#C[C@@H]1O[C@H](CC1)C1=CC=C(C=C1)F)C (trans-2-(3-Hydroxy-but-1-ynyl)-5-(4-fluorophenyl) tetrahydrofuran). Isolated yield 100.6%. RXN SMILES: O1CCCCC1[O:7][CH:8]([CH3:23])[C:9]#[C:10][C@H:11]1[CH2:15][CH2:14][C@H:13]([C:16]2[CH:21]=[CH:20][C:19]([F:22])=[CH:18][CH:17]=2)[O:12]1.C1(C)C=CC(S(O)(=O)=O)=CC=1.C(=O)(O)[O-].[Na+].O>CO.[Cl-].[Na+].O>[OH:7][CH:8]([CH3:23])[C:9]#[C:10][C@H:11]1[CH2:15][CH2:14][C@H:13]([C:16]2[CH:17]=[CH:18][C:19]([F:22])=[CH:20][CH:21]=2)[O:12]1 |f:2.3,6.7.8|. Procedure details: trans-2-(3-Tetrahydropyranyloxy-but-1-ynyl)-5-(4-fluorophenyl)tetrahydrofuran (204, 280 mg, 0.9 mmol) was dissolved in methanol (15 mL). To this solution was added p-toluenesulfonic acid (50 mg) and the resulting solution was stirred for 45 minutes. Saturated sodium bicarbonate solution (10 mL) was added. After 5 minutes of stirring, the solution was added to 10 mL of water, diluted with 15 mL of brine and extracted with methylene chloride (3×30 mL). The combined organics were dried over sodium ... Procedure: After a mixture of methyl 5-acetamido-3,5-dideoxy-D-glycero-β-D-galacto-2-nonulopyranosidonic acid [Chem. Ber., 99, 611 (1966)] (150 mg; 0.464 mmol), acetic anhydride (2.3 ml) and pyridine (2.3 ml) was stirred at room temperature for 7 h, the reaction solution was evaporated to dryness in vacuo. The residue was dissolved in chloroform, and treated with Amberist-15 (H type) to obtain the title compound (218 mg, 96%) as white powder. The reactants are C(C)(=O)N[C@@H]1[C@H](C[C@](C(=O)O)(OC)O[C@H]1[C@H](O)[C@H](O)CO)O (methyl 5-acetamido-3,5-dideoxy-D-glycero-β-D-galacto-2-nonulopyranosidonic acid), C(C)(=O)OC(C)=O (acetic anhydride). Yield: 96.0%. Reaction conditions: time 7 hour. Yields the product C(C)(=O)N[C@@H]1[C@H](C[C@](C(=O)O)(OC)O[C@H]1[C@H](OC(C)=O)[C@H](OC(C)=O)COC(C)=O)OC(C)=O (Methyl 5-acetamido-4,7,8,9-tetra-O-acetyl-3,5-dideoxy-D-glycero-β-D-galacto-2-nonulopyranosidonic acid). Reaction SMILES: [C:1]([NH:4][C@H:5]1[C@H:15]([C@@H:16]([C@@H:18]([CH2:20][OH:21])[OH:19])[OH:17])[O:14][C@:8]([O:12][CH3:13])([C:9]([OH:11])=[O:10])[CH2:7][C@@H:6]1[OH:22])(=[O:3])[CH3:2].C(O[C:27](=[O:29])[CH3:28])(=O)C>N1C=CC=CC=1>[C:1]([NH:4][C@H:5]1[C@H:15]([C@@H:16]([C@@H:18]([CH2:20][O:21][C:15](=[O:14])[CH3:5])[O:19][C:9](=[O:10])[CH3:8])[O:17][C:1](=[O:3])[CH3:2])[O:14][C@:8]([O:12][CH3:13])([C:9]([OH:11])=[O:10])[CH2:7][C@@H:6]1[O:22][C:27](=[O:29])[CH3:28])(=[O:3])[CH3:2]. Run in N1=CC=CC=C1 (pyridine). Reactants: C(#N)N=C(OC(C)C)C1=CC=NC=C1 (Isopropyl N-cyano-4-pyridinecarboximidate), NC1=CC=CC=C1 (aniline). The solvent is CO (methanol), CO (methanol). Reaction conditions: time 20 minute. Yields the product C(#N)NC(=NC1=CC=CC=C1)C1=CC=NC=C1 (N-cyano-N'-phenyl-4-pyridinecarboximidamide). Yield: 54.0%. Reaction SMILES: [C:1]([N:3]=[C:4]([C:9]1[CH:14]=[CH:13][N:12]=[CH:11][CH:10]=1)OC(C)C)#[N:2].[NH2:15][C:16]1[CH:21]=[CH:20][CH:19]=[CH:18][CH:17]=1>CO>[C:1]([NH:3][C:4]([C:9]1[CH:10]=[CH:11][N:12]=[CH:13][CH:14]=1)=[N:15][C:16]1[CH:21]=[CH:20][CH:19]=[CH:18][CH:17]=1)#[N:2]. Reported procedure: Isopropyl N-cyano-4-pyridinecarboximidate (0.50 g, 2.6 mmol) was dissolved in methanol (5 ml), and aniline (0.27 g, 2.9 dissolved in methanol (5 ml) was added. The mixture was stirred at room temperature for 20 minutes. After the reaction was completed, the reaction solution was concentrated under reduced pressure. The residual concentrate was subjected to chromatography on a silica gel column (WAKO GEL C-200, 40 g). Elution with chloroform-methanol (100:1) gave the object compound, which was fu... The reactants are ICCC[Si](CCC1=C2C(=NC=3C4=CC5=C(C(N4CC13)=O)COC([C@]5(O)CC)=O)C=CC=C2)(C)C ((4S)-11-{2-[(3-iodopropyl)-dimethylsilanyl]-ethyl}-4-ethyl-4-hydroxy-1,12-dihydro-4H-2-oxa-6,12a-diaza-dibenzo[b,h]fluorene-3,13-dione), P(OC)(OC)OC (trimethyl phosphite). Product: COP(OC)(=O)CCC[Si](C)(C)CCC1=C2C(=NC=3C4=CC5=C(C(N4CC13)=O)COC([C@]5(O)CC)=O)C=CC=C2 ((4S)-(3-{[2-(4-ethyl-4-hydroxy-3,13-dioxo-3,4,12,13-tetrahydro-1H-2-oxa-6,12a-diaza-dibenzo[b,h]fluoren-11-yl)-ethyl]-dimethylsilanyl}-propyl)-phosphonic acid dimethyl ester). Isolated yield 76.0%. As a reaction SMILES: I[CH2:2][CH2:3][CH2:4][Si:5]([CH3:35])([CH3:34])[CH2:6][CH2:7][C:8]1[C:20]2[CH2:19][N:18]3[C:13](=[CH:14][C:15]4[C@:25]([CH2:27][CH3:28])([OH:26])[C:24](=[O:29])[O:23][CH2:22][C:16]=4[C:17]3=[O:21])[C:12]=2[N:11]=[C:10]2[CH:30]=[CH:31][CH:32]=[CH:33][C:9]=12.[P:36]([O:41]C)([O:39][CH3:40])[O:37][CH3:38]>>[CH3:38][O:37][P:36]([CH2:2][CH2:3][CH2:4][Si:5]([CH2:6][CH2:7][C:8]1[C:20]2[CH2:19][N:18]3[C:13](=[CH:14][C:15]4[C@:25]([CH2:27][CH3:28])([OH:26])[C:24](=[O:29])[O:23][CH2:22][C:16]=4[C:17]3=[O:21])[C:12]=2[N:11]=[C:10]2[CH:30]=[CH:31][CH:32]=[CH:33][C:9]=12)([CH3:35])[CH3:34])(=[O:41])[O:39][CH3:40]. Procedure: A solution of Compound 12 (60 mg) in trimethyl phosphite (1 mL) was heated under argon at 80° C. for 10 hours. Trimethyl phosphite was removed from the reaction mixture under vacuum and the residue was eluted on a silica gel using 4% ethanol in dichloromethane to obtain the required product in 76% yield (44 mg). Reactants: O.NN (hydrazine monohydrate), CC1(CC(C1)(C(=O)O)C=1SC=CC1)C (3,3-Dimethyl-1-(2-thienyl)cyclobutanecarboxylic acid), C1=CC=C2C(=C1)N=NN2O.O (HOBt monohydrate), WSC monohydrochloride. Solvent: C(C)#N (acetonitrile), C(C)#N (acetonitrile). Yields the product CC1(CC(C1)(C(=O)NN)C=1SC=CC1)C (3,3-dimethyl-1-(2-thienyl)cyclobutanecarbohydrazide). As a reaction SMILES: [CH3:1][C:2]1([CH3:14])[CH2:5][C:4]([C:9]2[S:10][CH:11]=[CH:12][CH:13]=2)([C:6](O)=[O:7])[CH2:3]1.C1C=C2[N:21]=[N:22]N(O)C2=CC=1.O.O.NN>C(#N)C>[CH3:1][C:2]1([CH3:14])[CH2:5][C:4]([C:9]2[S:10][CH:11]=[CH:12][CH:13]=2)([C:6]([NH:21][NH2:22])=[O:7])[CH2:3]1 |f:1.2,3.4|. Reported procedure: 3,3-Dimethyl-1-(2-thienyl)cyclobutanecarboxylic acid was reacted with HOBt monohydrate and WSC monohydrochloride in acetonitrile at room temperature. The above reaction solution was added dropwise to an acetonitrile solution of hydrazine monohydrate and the whole was reacted at 0° C. to obtain 3,3-dimethyl-1-(2-thienyl)cyclobutanecarbohydrazide. The reactants are C[N+](C)(C)CC(=O)[O-].O (Betaine monohydrate), [Zr] (zirconium), solution, O(Cl)Cl.[Zr] (zirconium oxychloride), ClO.[Al] (Aluminum chlorohydrate), ClO.[Al] (ACH). The product is [Zr].[Al].C[N+](C)(C)CC(=O)O (Zirconium Aluminum Betaine). Reaction SMILES: [CH3:1][N+:2]([CH2:5][C:6]([O-:8])=[O:7])([CH3:4])[CH3:3].O.[Zr:10].O(Cl)Cl.[Zr].ClO.[Al:17]>>[Zr:10].[Al:17].[CH3:1][N+:2]([CH2:5][C:6]([OH:8])=[O:7])([CH3:4])[CH3:3] |f:0.1,3.4,5.6,7.8.9|. Procedure details: Betaine monohydrate powder (287 g) is added to a zirconium compound (1000 g of a 31% solution of zirconium oxychloride (ZrOCl2)) with stirring. Aluminum chlorohydrate (“ACH”) (2800 g of a 20% ACH solution made from a powder (REACH 101, from Reheis, Berkeley Height, N.J.) is then added with additional stirring. The final solution is then quickly spray dried to remove water. The Zirconium/Aluminum/Betaine (“ZAB”) powder obtained has a Betaine/zirconium molar ratio of 1.42:1; an aluminum:zirconium ...